From a dataset of the Open Reaction Database (ORD), a public repository of structured organic reaction records. describe an organic reaction: reactants, conditions, products, and yield The reactants are C1(=CC=CC=C1)S(=O)(=O)CC1=NNC(=N1)C=1OC=CC1 (3-benzenesulfonylmethyl-5-furan-2-yl-1H-[1,2,4]triazole), FC(C=1C=C(C=C(C1)C(F)(F)F)C=CC#N)(F)F (3-[3,5-bis(trifluoromethyl)phenyl]acrylonitrile). Product: FC(C=1C=C(C=C(C1)C(F)(F)F)C1=CC=2N(C(=C1)N)N=C(N2)C=2OC=CC2)(F)F (7-(3,5-Bis-trifluoromethyl-phenyl)-2-furan-2-yl-[1,2,4]triazolo[1,5-a]pyridin-5-ylamine). Reaction SMILES: C1(S([CH2:10][C:11]2[N:15]=[C:14]([C:16]3[O:17][CH:18]=[CH:19][CH:20]=3)[NH:13][N:12]=2)(=O)=O)C=CC=CC=1.[F:21][C:22]([F:38])([F:37])[C:23]1[CH:24]=[C:25]([CH:33]=[CH:34][C:35]#[N:36])[CH:26]=[C:27]([C:29]([F:32])([F:31])[F:30])[CH:28]=1>>[F:21][C:22]([F:37])([F:38])[C:23]1[CH:24]=[C:25]([C:33]2[CH:34]=[C:35]([NH2:36])[N:12]3[N:13]=[C:14]([C:16]4[O:17][CH:18]=[CH:19][CH:20]=4)[N:15]=[C:11]3[CH:10]=2)[CH:26]=[C:27]([C:29]([F:30])([F:31])[F:32])[CH:28]=1. Procedure: The title compound, MS m/e (%): 412 (M+, 100), was prepared in accordance with the general method of example 1 from 3-benzenesulfonylmethyl-5-furan-2-yl-1H-[1,2,4]triazole and 3-[3,5-bis(trifluoromethyl)phenyl]acrylonitrile. Reactants: BrCCCCCCCC(=O)OCC (ethyl 8-bromooctanoate), CC1=C(NC2=CC=CC=C12)N1C=NC=C1 (3-Methyl-2-(1-imidazolyl)indole), [H-].[Na+] (sodium hydride). Solvent: CCOCC (ether), CN(C=O)C (dimethylformamide), O (water), CN(C=O)C (dimethylformamide), CN(C=O)C (dimethylformamide). Yields the product C(C)OC(=O)CCCCCCCN1C(=C(C2=CC=CC=C12)C)N1C=NC=C1 (1-(7-ethoxycarbonylheptyl)-2-(1-imidazolyl)-3-methylindole). As a reaction SMILES: [CH3:1][C:2]1[C:10]2[C:5](=[CH:6][CH:7]=[CH:8][CH:9]=2)[NH:4][C:3]=1[N:11]1[CH:15]=[CH:14][N:13]=[CH:12]1.[H-].[Na+].Br[CH2:19][CH2:20][CH2:21][CH2:22][CH2:23][CH2:24][CH2:25][C:26]([O:28][CH2:29][CH3:30])=[O:27]>CN(C)C=O.O.CCOCC>[CH2:29]([O:28][C:26]([CH2:25][CH2:24][CH2:23][CH2:22][CH2:21][CH2:20][CH2:19][N:4]1[C:5]2[C:10](=[CH:9][CH:8]=[CH:7][CH:6]=2)[C:2]([CH3:1])=[C:3]1[N:11]1[CH:15]=[CH:14][N:13]=[CH:12]1)=[O:27])[CH3:30] |f:1.2|. Procedure: 3-Methyl-2-(1-imidazolyl)indole (0.78 g) in dimethylformamide (8 ml) is added dropwise to a suspension of sodium hydride (50% dispersion in mineral oil, 0.20 g) in dimethylformamide (8 ml) stirred under nitrogen at 5°-10°. The resulting solution is stirred at 5°-10° for 1/2 hour. A solution of ethyl 8-bromooctanoate (1.00 g) in dimethylformamide (5 ml) is added dropwise. The reaction mixture is stirred at 5°-10° for 1/2 hour and then overnight at room temperature. The mixture is diluted with wat... Starting materials: C(C)(C)(C)[Li] (tert-Butyl lithium), IC1(CC1)C[C@@H]1OC(OC1)(C)C ((S)-4-((1-iodocyclopropyl)methyl)-2,2-dimethyl-1,3-dioxolane), CCOCC (ether), S(=O)(Cl)Cl (thionyl chloride), CCOCC (ether). Reaction conditions: temperature -78 celsius, time 30 minute. Product: CC1(OC[C@@H](O1)CC1(CC1)S(=O)(=O)Cl)C ((S)-1-((2,2-dimethyl-1,3-dioxolan-4-yl)methyl)cyclopropane-1-sulfonyl chloride). RXN SMILES: C([Li])(C)(C)C.I[C:7]1([CH2:10][C@H:11]2[CH2:15][O:14][C:13]([CH3:17])([CH3:16])[O:12]2)[CH2:9][CH2:8]1.[S:18]([Cl:21])(Cl)=[O:19].CC[O:24]CC>>[CH3:16][C:13]1([CH3:17])[O:12][C@@H:11]([CH2:10][C:7]2([S:18]([Cl:21])(=[O:19])=[O:24])[CH2:9][CH2:8]2)[CH2:15][O:14]1. Reported procedure: tert-Butyl lithium (2 eq) is added to a solution of (S)-4-((1-iodocyclopropyl)methyl)-2,2-dimethyl-1,3-dioxolane (1 eq) in ether at −78° C. and the mixture stirred at −78° C. for 30 mins. A solution of thionyl chloride in ether is added, the mixture warmed to room temperature and concentrated under reduced pressure. The residue is dissolved in chloroform, filtered and dried under reduced pressure. The reactants are ClC1=C(C=CC=C1N1C(CCC1)=O)S(=O)(=O)N[C@H](C(=O)O)CNC(=O)C=1SC(=CC1)Cl ((S)-2-[2-Chloro-3-(2-oxo-pyrrolidin-1-yl)-benzenesulfonylamino]-3-[(5-chloro-thiophene-2-carbonyl)-amino]-propionic acid), N1CCNCC1 (piperazine). Product: ClC1=C(C=CC=C1N1C(CCC1)=O)S(=O)(=O)N[C@@H](CNC(=O)C=1SC(=CC1)Cl)C(N1CCNCC1)=O (5-Chloro-thiophene-2-carboxylic acid {(S)-2-[2-chloro-3-(2-oxo-pyrrolidin-1-yl)-benzenesulfonylamino]-3-oxo-3-piperazin-1-yl-propyl}-amide). RXN SMILES: [Cl:1][C:2]1[C:7]([N:8]2[CH2:12][CH2:11][CH2:10][C:9]2=[O:13])=[CH:6][CH:5]=[CH:4][C:3]=1[S:14]([NH:17][C@@H:18]([CH2:22][NH:23][C:24]([C:26]1[S:27][C:28]([Cl:31])=[CH:29][CH:30]=1)=[O:25])[C:19]([OH:21])=O)(=[O:16])=[O:15].[NH:32]1[CH2:37][CH2:36][NH:35][CH2:34][CH2:33]1>>[Cl:1][C:2]1[C:7]([N:8]2[CH2:12][CH2:11][CH2:10][C:9]2=[O:13])=[CH:6][CH:5]=[CH:4][C:3]=1[S:14]([NH:17][C@H:18]([C:19](=[O:21])[N:32]1[CH2:37][CH2:36][NH:35][CH2:34][CH2:33]1)[CH2:22][NH:23][C:24]([C:26]1[S:27][C:28]([Cl:31])=[CH:29][CH:30]=1)=[O:25])(=[O:16])=[O:15]. Procedure details: Intermediate 47 (150 mg, 0.3 mmol) and piperazine (25.5 mg, 0.3 mmol) were coupled in close analogy to the procedure described in 3.5). The mixture was purified by prep. Reactants: OCCCC=1C=NC2=CC=CC=C2C1 (3-(3-hydroxypropyl)-quinoline), CC1=NC(=NO1)C1=CC(=C(C(=C1)C)O)C (4-(5-methyl-1,2,4-oxadiazol-3-yl)-2,6-dimethylphenol), CCOC(=O)/N=N/C(=O)OCC (DEAD), C1(=CC=CC=C1)P(C1=CC=CC=C1)C1=CC=CC=C1 (triphenylphosphine). Run in C1CCOC1 (THF). Reaction conditions: time 8 hour. Yields the product CC1=NC(=NO1)C1=CC(=C(OCCCC=2C=NC3=CC=CC=C3C2)C(=C1)C)C (3-[3-[4-(5-methyl-1,2,4-oxadiazol-3-yl)-2,6-dimethylphenoxy]-propyl]-quinoline). Isolated yield 72.7%. RXN SMILES: [OH:1][CH2:2][CH2:3][CH2:4][C:5]1[CH:6]=[N:7][C:8]2[C:13]([CH:14]=1)=[CH:12][CH:11]=[CH:10][CH:9]=2.[CH3:15][C:16]1[O:20][N:19]=[C:18]([C:21]2[CH:26]=[C:25]([CH3:27])[C:24](O)=[C:23]([CH3:29])[CH:22]=2)[N:17]=1.CCOC(/N=N/C(OCC)=O)=O.C1(P(C2C=CC=CC=2)C2C=CC=CC=2)C=CC=CC=1>C1COCC1>[CH3:15][C:16]1[O:20][N:19]=[C:18]([C:21]2[CH:22]=[C:23]([CH3:29])[C:24]([O:1][CH2:2][CH2:3][CH2:4][C:5]3[CH:6]=[N:7][C:8]4[C:13]([CH:14]=3)=[CH:12][CH:11]=[CH:10][CH:9]=4)=[C:25]([CH3:27])[CH:26]=2)[N:17]=1. Reported procedure: A mixture of 3-(3-hydroxypropyl)-quinoline (250 mg, 1.34 mmol), 4-(5-methyl-1,2,4-oxadiazol-3-yl)-2,6-dimethylphenol (273 mg, 1.34 mmol), and DEAD (256 mg, 1.47 mmol) was dissolved in 12 ml of THF. To the above solution was added triphenylphosphine (385 mg, 1.47 mmol) at 20° C. and the mixture was stirred overnight. The solvent was removed in vacuo, and the residue was partitioned between an aqueous sodium bicarbonate solution and methylene chloride. The aqueous layer was extracted with methylen... Reactants: BrCc1ccccc1, CCOC(=O)c1n[nH]c2c1CCCC2, Cl, [K+], [K+], O=C([O-])[O-], CN(C)C=O. Yields the product CCOC(=O)c1nn(Cc2ccccc2)c2c1CCCC2. RXN SMILES: [Br:21][CH2:22][c:23]1[cH:24][cH:25][cH:26][cH:27][cH:28]1.[CH2:1]([CH3:2])[O:3][C:4](=[O:5])[c:6]1[n:7][nH:8][c:9]2[c:14]1[CH2:13][CH2:12][CH2:11][CH2:10]2.[ClH:29].[K+:15].[K+:16].[O-:17][C:18]([O-:19])=[O:20].[O:30]=[CH:31][N:32]([CH3:33])[CH3:34]>>[CH2:1]([CH3:2])[O:3][C:4](=[O:5])[c:6]1[n:7][n:8]([CH2:22][c:23]2[cH:24][cH:25][cH:26][cH:27][cH:28]2)[c:9]2[c:14]1[CH2:13][CH2:12][CH2:11][CH2:10]2.